This data is from the Open Reaction Database (ORD), a public repository of structured organic reaction records. The task is: describe an organic reaction: reactants, conditions, products, and yield Starting materials: C(C)(C)NC(=O)N1CCC(CC1)CCOC=1C=C(C(=O)O)C=CC1 (3-[2-(1-isopropylcarbamoyl-piperidin-4-yl)-ethoxy]-benzoic acid), NC1C2CC3(CC(CC1C3)C2)O (4-amino-1-hydroxyadamantane). The product is C(C)(C)NC(=O)N1CCC(CC1)CCOC1=CC(=CC=C1)C(NC1C2CC3CC(CC1C3)(C2)O)=O (4-{2-[3-(5-Hydroxy-adamantan-2-ylcarbamoyl)-phenoxy]-ethyl}-piperidine-1-carboxylic acid isopropylamide). As a reaction SMILES: [CH:1]([NH:4][C:5]([N:7]1[CH2:12][CH2:11][CH:10]([CH2:13][CH2:14][O:15][C:16]2[CH:17]=[C:18]([CH:22]=[CH:23][CH:24]=2)[C:19]([OH:21])=O)[CH2:9][CH2:8]1)=[O:6])([CH3:3])[CH3:2].[NH2:25][CH:26]1[CH:33]2[CH2:34][C:29]3([OH:36])[CH2:30][CH:31]([CH2:35][CH:27]1[CH2:28]3)[CH2:32]2>>[CH:1]([NH:4][C:5]([N:7]1[CH2:8][CH2:9][CH:10]([CH2:13][CH2:14][O:15][C:16]2[CH:24]=[CH:23][CH:22]=[C:18]([C:19](=[O:21])[NH:25][CH:26]3[CH:27]4[CH2:35][CH:31]5[CH2:30][C:29]([OH:36])([CH2:34][CH:33]3[CH2:32]5)[CH2:28]4)[CH:17]=2)[CH2:11][CH2:12]1)=[O:6])([CH3:2])[CH3:3]. Procedure: Prepared from 3-[2-(1-isopropylcarbamoyl-piperidin-4-yl)-ethoxy]-benzoic acid and 4-amino-1-hydroxyadamantane. 1H NMR (400 MHz, CDCl3): δ 7.31-7.37 (m, 2 H), 7.23-7.26 (m, 1 H), 7.04 (dd, 1 H), 6.37 (d, 1 H), 4.18-4.24 (m, 1 H), 4.06 (t, 2 H), 3.98 (septet, 1 H), 3.90 (d, 2 H), 2.82 (t, 2 H), 2.17-2.29 (m, 3 H), 1.92-1.99 (m, 2 H), 1.73-1.86 (m, 11 H), 1.59 (d, 2 H), 1.19-1.30 (m, 2 H), 1.16 (d, 6 H). Starting materials: C=CCBr, C1CCOC1, [Cl-], CN(Cc1ccc(Cl)c(Cl)c1)C(=O)C(Cc1ccc2ccccc2c1)NC(=O)OC(C)(C)C, [H-], [NH4+], [Na+], CN(C)C=O. Yields the product C=CCN(C(=O)OC(C)(C)C)C(Cc1ccc2ccccc2c1)C(=O)N(C)Cc1ccc(Cl)c(Cl)c1. RXN SMILES: [CH2:36]([CH:37]=[CH2:38])[Br:39].[CH2:42]1[O:43][CH2:44][CH2:45][CH2:46]1.[Cl-:40].[Cl:1][c:2]1[cH:3][c:4]([CH2:5][N:6]([C:7]([CH:8]([CH2:9][c:10]2[cH:11][c:12]3[cH:13][cH:14][cH:15][cH:16][c:17]3[cH:18][cH:19]2)[NH:20][C:21](=[O:22])[O:23][C:24]([CH3:25])([CH3:26])[CH3:27])=[O:28])[CH3:29])[cH:30][cH:31][c:32]1[Cl:33].[H-:34].[NH4+:41].[Na+:35].[O:47]=[CH:48][N:49]([CH3:50])[CH3:51]>>[Cl:1][c:2]1[cH:3][c:4]([CH2:5][N:6]([C:7]([CH:8]([CH2:9][c:10]2[cH:11][c:12]3[cH:13][cH:14][cH:15][cH:16][c:17]3[cH:18][cH:19]2)[N:20]([C:21](=[O:22])[O:23][C:24]([CH3:25])([CH3:26])[CH3:27])[CH2:38][CH:37]=[CH2:36])=[O:28])[CH3:29])[cH:30][cH:31][c:32]1[Cl:33]. Reactants: C(C)OC(CC(C(Cl)(Cl)Cl)=O)=O (4,4,4-Trichloro-3-oxo-butyric acid ethyl ester), NN.Cl (H2NNH2.HCl), CCO (EtOH). Product: C(C)OC(=O)C=1NN=C(C1)OCC (5-ethoxy-2H-pyrazole-3-carboxylic acid ethyl ester). Reaction SMILES: [CH2:1]([O:3][C:4](=[O:12])[CH2:5][C:6](=O)[C:7](Cl)(Cl)Cl)[CH3:2].[NH2:13][NH2:14].Cl.[CH3:16][CH2:17][OH:18]>>[CH2:1]([O:3][C:4]([C:5]1[NH:13][N:14]=[C:7]([O:18][CH2:17][CH3:16])[CH:6]=1)=[O:12])[CH3:2] |f:1.2|. Procedure details: 4,4,4-Trichloro-3-oxo-butyric acid ethyl ester (Int 8, 1 eq) and H2NNH2.HCl (1.1 eq) are mixed in EtOH. The resulting mixture is refluxed overnight. The mixture is then evaporated and the obtained crude is purified by chromatography to give Int 9 and 5-ethoxy-2H-pyrazole-3-carboxylic acid ethyl ester (Int 10). The reactants are CSC(N)=[NH2+], CSC(N)=[NH2+], NCCCc1ccccn1, O, O=S(=O)([O-])[O-]. Yields the product N=C(N)NCCCc1ccccn1, O=S(=O)([O-])[O-]. Reaction SMILES: [CH3:16][S:17][C:18](=[NH2+:19])[NH2:20].[CH3:21][S:22][C:23]([NH2:24])=[NH2+:25].[NH2:1][CH2:2][CH2:3][CH2:4][c:5]1[n:6][cH:7][cH:8][cH:9][cH:10]1.[OH2:26].[S:11](=[O:12])(=[O:13])([O-:14])[O-:15]>>[NH:1]([CH2:2][CH2:3][CH2:4][c:5]1[n:6][cH:7][cH:8][cH:9][cH:10]1)[C:18](=[NH:19])[NH2:20].[S:11](=[O:12])(=[O:13])([O-:14])[O-:15]. Reaction conditions: time 30 minute. Reactants: FC1=C(C=C(C=C1)OC)C1=C(C=C(C=C1)CO)C1(CCCC1)OC ([2′-Fluoro-5′-methoxy-2-(1-methoxy-cyclopentyl)-biphenyl-4-yl]-methanol), TEA, CS(=O)(=O)Cl (methanesulfonyl chloride). Reported procedure: To a solution of 20.6 (30 mg, 91 mmol) in 1 mL of DCM at 0° C., was added TEA (11 mg, 109 μmol) followed by methanesulfonyl chloride (12 mg, 109 mmol). The mixture was stirred at room temperature for 30 minutes. The reaction was then quenched with water and extracted with EtOAc. The organic layers were combined, washed with water and brine and then dried over anhydrous sodium sulfate. After filtration, the organic solvent was removed in vacuo to give the product as a residue which was used witho... RXN SMILES: [F:1][C:2]1[CH:7]=[CH:6][C:5]([O:8][CH3:9])=[CH:4][C:3]=1[C:10]1[CH:15]=[CH:14][C:13]([CH2:16][OH:17])=[CH:12][C:11]=1[C:18]1([O:23][CH3:24])[CH2:22][CH2:21][CH2:20][CH2:19]1.[CH3:25][S:26](Cl)(=[O:28])=[O:27]>C(Cl)Cl>[F:1][C:2]1[CH:7]=[CH:6][C:5]([O:8][CH3:9])=[CH:4][C:3]=1[C:10]1[CH:15]=[CH:14][C:13]([CH2:16][O:17][S:26]([CH3:25])(=[O:28])=[O:27])=[CH:12][C:11]=1[C:18]1([O:23][CH3:24])[CH2:19][CH2:20][CH2:21][CH2:22]1. The solvent is C(Cl)Cl (DCM). The product is FC1=C(C=C(C=C1)OC)C1=C(C=C(C=C1)COS(=O)(=O)C)C1(CCCC1)OC (Methanesulfonic acid 2′-fluoro-5′-methoxy-2-(1-methoxy-cyclopentyl)-biphenyl-4-ylmethyl ester). The reactants are OC=1C=C(C=CC1)C(C)=O (1-(3-hydroxyphenyl)ethanone), [OH-].[Na+] (NaOH), C(C1=CC=CC=C1)=O (benzaldehyde). Solvent: CCO (EtOH). Reaction conditions: temperature 10 celsius, time 30 minute. Product: OC=1C=C(C=CC1)C(\C=C\C1=CC=CC=C1)=O ((E)-1-(3-Hydroxyphenyl)-3-phenylprop-2-en-1-one). The yield is 98.0%. As a reaction SMILES: [OH-].[Na+].[OH:3][C:4]1[CH:5]=[C:6]([C:10](=[O:12])[CH3:11])[CH:7]=[CH:8][CH:9]=1.[CH:13](=O)[C:14]1[CH:19]=[CH:18][CH:17]=[CH:16][CH:15]=1>CCO>[OH:3][C:4]1[CH:5]=[C:6]([C:10](=[O:12])/[CH:11]=[CH:13]/[C:14]2[CH:19]=[CH:18][CH:17]=[CH:16][CH:15]=2)[CH:7]=[CH:8][CH:9]=1 |f:0.1|. Reported procedure: A 250 mL round-bottomed flask was charged sequentially aq. NaOH solution (NaOH 7.1 g/H2O 50 mL) and EtOH (40 mL). The solution was maintained below 10° C. in an ice bath. 1-(3-hydroxyphenyl)ethanone (20.0 g, 147 mmol) was added and stirred for 30 min at 10° C. To the resulting mixture was then added benzaldehyde (15 mL, 1.0 eq). After being stirred for additional 1 h at 10° C., the reaction mixture was stirred at room temperature for further 26 h. The solution was concentrated by rotary evaporat...